Dataset: the Open Reaction Database (ORD), a public repository of structured organic reaction records. Task: describe an organic reaction: reactants, conditions, products, and yield Starting materials: ClC1=CC=C(C=C1)C=1C(=NC=C(C(=O)O)C1)OCC(F)(F)F (5-(4-chloro-phenyl)-6-(2,2,2-trifluoro-ethoxy)-nicotinic acid), ClC=1C(=NN(C1)C)CN ([(4-chloro-1-methyl-1H-pyrazol-3-yl)methyl]amine). The product is ClC=1C(=NN(C1)C)CNC(C1=CN=C(C(=C1)C1=CC=C(C=C1)Cl)OCC(F)(F)F)=O (N-(4-Chloro-1-methyl-1H-pyrazol-3-ylmethyl)-5-(4-chloro-phenyl)-6-(2,2,2-trifluoro-ethoxy)-nicotinamide). As a reaction SMILES: [Cl:1][C:2]1[CH:7]=[CH:6][C:5]([C:8]2[C:9]([O:17][CH2:18][C:19]([F:22])([F:21])[F:20])=[N:10][CH:11]=[C:12]([CH:16]=2)[C:13](O)=[O:14])=[CH:4][CH:3]=1.[Cl:23][C:24]1[C:25]([CH2:30][NH2:31])=[N:26][N:27]([CH3:29])[CH:28]=1>>[Cl:23][C:24]1[C:25]([CH2:30][NH:31][C:13](=[O:14])[C:12]2[CH:16]=[C:8]([C:5]3[CH:6]=[CH:7][C:2]([Cl:1])=[CH:3][CH:4]=3)[C:9]([O:17][CH2:18][C:19]([F:22])([F:21])[F:20])=[N:10][CH:11]=2)=[N:26][N:27]([CH3:29])[CH:28]=1. Procedure: The title compound was synthesized in analogy to Example 1, using 5-(4-chloro-phenyl)-6-(2,2,2-trifluoro-ethoxy)-nicotinic acid (CAS Registry No. 1018782-82-5) and [(4-chloro-1-methyl-1H-pyrazol-3-yl)methyl]amine (CAS Registry No. 1017785-44-2) as starting materials; LC-MS (UV peak area/ESI) 100%, 458.0604 (M+H)+. Starting materials: Cl.NO (hydroxylamine hydrochloride), Cl (HCl), [OH-].[Na+] (NaOH), CC(C(=O)OCC)C(=O)C(F)(F)F (Ethyl 2-methyl-4,4,4-trifluoroacetoacetate). Solvent: O (water), O (water). Run at temperature 0 celsius, time 90 minute. The product is FC(C(C(C(=O)NO)C)=O)(F)F (4,4,4-Trifluoro-N-hydroxy-2-methyl-3-oxobutyramide). Yield: 38.8%. RXN SMILES: [OH-:1].[Na+].Cl.[NH2:4]O.[CH3:6][CH:7]([C:13]([C:15]([F:18])([F:17])[F:16])=[O:14])[C:8](OCC)=[O:9].Cl>O>[F:16][C:15]([F:18])([F:17])[C:13](=[O:14])[CH:7]([CH3:6])[C:8]([NH:4][OH:1])=[O:9] |f:0.1,2.3|. Procedure details: NaOH (2.01 g, 50.5 mmol) was dissolved in water (30 mL) at 0° C. A sol. of hydroxylamine hydrochloride (1.75 g, 25.2 mmol) in water (30 mL) was added. Ethyl 2-methyl-4,4,4-trifluoroacetoacetate (5.00 g, 25.2 mmol) was added, and the mixture was stirred at 0° C. for 90 min. Aq. cone. HCl (26 mL) was added and the mixture was stirred for 1 h at 4° C. The mixture was filtered, and the precipitate was dried under high vacuum at 40° C. This delivered a first crop of title compound (0.56 g, 12%). The ... As a reaction SMILES: [F:1][C:2]([F:18])([F:17])[C:3]([F:16])([C:12]([F:15])([F:14])[F:13])[C:4](=[O:11])[C:5]([F:10])([F:9])[CH:6]([F:8])[F:7].[F-].FC(F)(F)C(F)=C(F)F>>[CH:6]([C:5]([C:4]([C:3]([C:2]([F:1])([F:17])[F:18])([C:12]([F:13])([F:14])[F:15])[F:16])=[O:11])([F:10])[F:9])([F:8])[F:7].[F:1][C:2]([F:17])([F:18])[C:3]([F:16])([C:12]([F:13])([F:14])[F:15])[C:4](=[O:11])[C:5]([F:9])([F:10])[CH:6]([F:7])[F:8] |f:3.4|. The reactants are ketone, FC(C(C(C(C(F)F)(F)F)=O)(C(F)(F)F)F)(F)F (1,1,1,2,4,4,5,5-octafluoro-2-trifluoromethylpentan-3-one), [F-] (fluoride), FC(C(=C(F)F)F)(F)F (hexafluoropropylene), fluorinated ketone. Procedure details: The final ketone product, 1,1,1,2,4,4,5,5-octafluoro-2-trifluoromethylpentan-3-one, was prepared by fluoride-catalyzed addition of hexafluoropropylene to HC2F4C(O)F using essentially the same procedure as described by R. D. Smith et al. in J. Am. Chem. Soc., 84, 4285 (1962). The resulting fluorinated ketone product had a boiling point of 70-71° C. The product is C(F)(F)C(F)(F)C(=O)C(F)(C(F)(F)F)C(F)(F)F.FC(C(C(C(C(F)F)(F)F)=O)(C(F)(F)F)F)(F)F (HCF2CF2C(O)CF(CF3)2 1,1,1,2,4,4,5,5-octafluoro-2-trifluoromethylpentan-3-one). Reactants: BrBr, ClC(Cl)(Cl)Cl, O=C1CCCc2sccc21. The product is O=C1c2ccsc2CCC1Br. RXN SMILES: [Br:11][Br:12].[C:13]([Cl:14])([Cl:15])([Cl:16])[Cl:17].[s:1]1[c:2]2[c:3]([cH:4][cH:5]1)[C:6](=[O:10])[CH2:7][CH2:8][CH2:9]2>>[s:1]1[c:2]2[c:3]([cH:4][cH:5]1)[C:6](=[O:10])[CH:7]([Br:11])[CH2:8][CH2:9]2. The reactants are O (water), N1CCC(CC1)C1=NOC2=C1C=CC(=C2)Cl (4-piperidyl-6-chloro-1,2-benzisoxazole), CC=1NC2=CC=CC=C2C1CCCS(=O)(=O)C1=CC=CC=C1 (2-methyl-3-(3-phenylsulfonylpropyl)indole), C([O-])([O-])=O.[K+].[K+] (potassium carbonate). Run in C(C)C(=O)C (methyl ethyl ketone). Product: ClC1=CC2=C(C(=NO2)C2CCN(CC2)CCCC2=C(NC3=CC=CC=C23)C)C=C1 (3-{3-[4-(6-Chloro-1,2-benzisoxazol-3-yl)piperidyl]propyl}2-methylindole). Isolated yield 31.0%. RXN SMILES: [NH:1]1[CH2:6][CH2:5][CH:4]([C:7]2[C:11]3[CH:12]=[CH:13][C:14]([Cl:16])=[CH:15][C:10]=3[O:9][N:8]=2)[CH2:3][CH2:2]1.[CH3:17][C:18]1[NH:19][C:20]2[C:25]([C:26]=1[CH2:27][CH2:28][CH2:29]S(C1C=CC=CC=1)(=O)=O)=[CH:24][CH:23]=[CH:22][CH:21]=2.C(=O)([O-])[O-].[K+].[K+].O>C(C(C)=O)C>[Cl:16][C:14]1[CH:13]=[CH:12][C:11]2[C:7]([CH:4]3[CH2:3][CH2:2][N:1]([CH2:29][CH2:28][CH2:27][C:26]4[C:25]5[C:20](=[CH:21][CH:22]=[CH:23][CH:24]=5)[NH:19][C:18]=4[CH3:17])[CH2:6][CH2:5]3)=[N:8][O:9][C:10]=2[CH:15]=1 |f:2.3.4|. Procedure: A stirred mixture, under nitrogen, of 27.0 g of 3-(4-piperidyl-6-chloro-1,2-benzisoxazole, 31.3 g of 2-methyl-3-(3-phenylsulfonylpropyl)indole and 27.6 g of anhydrous potassium carbonate in 500 ml of methyl ethyl ketone was heated under reflux for 6 hrs. The mixture was cooled and treated with 150 ml of water. The organic phase was separated, extracted with water and concentrated to an oily residue. The residue was dissolved in 50 ml of ethyl acetate and absorbed on a chromatography column conta... Reactants: C(C)(C)N(C(C)C)CC (N,N-diisopropylethylamine), COCCl (methoxymethyl chloride), FC(OC1=C(C=CC=C1)O)(F)F (2-(trifluoromethyloxy)phenol). Run in CC(C)(C)OC (MTBE), ClCCl (dichloromethane). Reported procedure: A solution of 2-(trifluoromethyloxy)phenol (12.0 g, 67.4 mmol) in dichloromethane (45 mL) was cooled to 5° C., and N,N-diisopropylethylamine (23.5 mL, 135 mmol) and methoxymethyl chloride (7.68 mL, 135 mmol) were added drop wise, keeping the internal temperature≦15° C. The reaction mixture was warmed to ambient temperature, stirred for 15 minutes at ambient temperature, then diluted with MTBE (250 mL) and washed with 2N HCl (2×50 mL), water (50 mL), 2N NaOH (2×30 mL), water (30 mL), and brine (3... As a reaction SMILES: [F:1][C:2]([F:12])([F:11])[O:3][C:4]1[CH:9]=[CH:8][CH:7]=[CH:6][C:5]=1[OH:10].C(N(CC)C(C)C)(C)C.[CH3:22][O:23][CH2:24]Cl>ClCCl.CC(OC)(C)C>[CH3:22][O:23][CH2:24][O:10][C:5]1[CH:6]=[CH:7][CH:8]=[CH:9][C:4]=1[O:3][C:2]([F:11])([F:12])[F:1]. Yields the product COCOC1=C(C=CC=C1)OC(F)(F)F (1-(methoxymethoxy)-2-(trifluoromethoxy)benzene). Isolated yield 92.9%. Run at time 15 minute. Starting materials: Cc1ccc(S(=O)(=O)O)cc1, CO, Cc1ccc(NC(=O)C2(c3ccc4c(c3)OC(F)(F)O4)CC2)nc1-c1ccc(OCC2COC(C)(C)O2)cc1, O. Product: Cc1ccc(NC(=O)C2(c3ccc4c(c3)OC(F)(F)O4)CC2)nc1-c1ccc(OCC(O)CO)cc1. Reaction SMILES: [CH3:40][c:41]1[cH:42][cH:43][c:44]([S:45](=[O:46])(=[O:47])[OH:48])[cH:49][cH:50]1.[CH3:51][OH:52].[F:1][C:2]1([F:39])[O:3][c:4]2[c:5]([cH:7][cH:8][c:9]([C:11]3([C:14](=[O:15])[NH:16][c:17]4[n:18][c:19](-[c:24]5[cH:25][cH:26][c:27]([O:30][CH2:31][CH:32]6[O:33][C:34]([CH3:37])([CH3:38])[O:35][CH2:36]6)[cH:28][cH:29]5)[c:20]([CH3:23])[cH:21][cH:22]4)[CH2:12][CH2:13]3)[cH:10]2)[O:6]1.[OH2:53]>>[F:1][C:2]1([F:39])[O:3][c:4]2[c:5]([cH:7][cH:8][c:9]([C:11]3([C:14](=[O:15])[NH:16][c:17]4[n:18][c:19](-[c:24]5[cH:25][cH:26][c:27]([O:30][CH2:31][CH:32]([OH:33])[CH2:36][OH:35])[cH:28][cH:29]5)[c:20]([CH3:23])[cH:21][cH:22]4)[CH2:12][CH2:13]3)[cH:10]2)[O:6]1.